describe an organic reaction: reactants, conditions, products, and yield From a dataset of the Open Reaction Database (ORD), a public repository of structured organic reaction records. Yields the product Cl.C(=CC)[C@]1(NCCC1)C(=O)O ((2S)-2-propenylproline hydrochloride). Run in CO (methanol), O (water). Run at time 24 hour. RXN SMILES: CC([C@H]1[N:9]2[CH2:10][CH2:11][CH2:12][C@:8]2([CH2:13][CH:14]=[CH2:15])[C:7](=[O:16])[O:6]1)(C)C.[ClH:17]>CO.O>[ClH:17].[CH:13]([C@:8]1([C:7]([OH:16])=[O:6])[CH2:12][CH2:11][CH2:10][NH:9]1)=[CH:14][CH3:15] |f:4.5|. The reactants are CC(C)(C)[C@@H]1OC([C@@]2(N1CCC2)CC=C)=O (3-(1,1-Dimethylethyl)-5,6,7,7a-tetrahydro-7a-(2-propenyl)-(3S-cis)-1H,3H-pyrrolo[1,2-c]oxazol-1-one), Cl (HCl). Reported procedure: 3-(1,1-Dimethylethyl)-5,6,7,7a-tetrahydro-7a-(2-propenyl)-(3S-cis)-1H,3H-pyrrolo[1,2-c]oxazol-1-one (7.98 g) was dissolved in a mixture of methanol (170 ml) and water (40 ml). Silica gel (20 g) was added and the reaction was stirred for 24 h at ambient temperature. The silica was removed by filtration, washed with methanol (100 ml) and water (50 ml) and the filtrate and washes were combined, then evaporated to leave an oil which was taken up in 1M HCl (100 ml). The solution was washed with CH2Cl... Reactants: Cc1c(NC(=O)c2ccc(C(C)(C)C)cc2)cccc1-c1cn(C)c(=O)c(Nc2ccc(CCOS(C)(=O)=O)cc2)n1, CC#N, NC1CCOCC1, O. Yields the product Cc1c(NC(=O)c2ccc(C(C)(C)C)cc2)cccc1-c1cn(C)c(=O)c(Nc2ccc(CCNC3CCOCC3)cc2)n1. Reaction SMILES: [C:1]([CH3:2])([CH3:3])([CH3:4])[c:5]1[cH:6][cH:7][c:8]([C:9](=[O:10])[NH:11][c:12]2[c:13]([CH3:40])[c:14](-[c:18]3[cH:19][n:20]([CH3:39])[c:21](=[O:38])[c:22]([NH:24][c:25]4[cH:26][cH:27][c:28]([CH2:31][CH2:32][O:33][S:34]([CH3:35])(=[O:36])=[O:37])[cH:29][cH:30]4)[n:23]3)[cH:15][cH:16][cH:17]2)[cH:41][cH:42]1.[CH3:51][C:52]#[N:53].[NH2:43][CH:44]1[CH2:45][CH2:46][O:47][CH2:48][CH2:49]1.[OH2:50]>>[C:1]([CH3:2])([CH3:3])([CH3:4])[c:5]1[cH:6][cH:7][c:8]([C:9](=[O:10])[NH:11][c:12]2[c:13]([CH3:40])[c:14](-[c:18]3[cH:19][n:20]([CH3:39])[c:21](=[O:38])[c:22]([NH:24][c:25]4[cH:26][cH:27][c:28]([CH2:31][CH2:32][NH:43][CH:44]5[CH2:45][CH2:46][O:47][CH2:48][CH2:49]5)[cH:29][cH:30]4)[n:23]3)[cH:15][cH:16][cH:17]2)[cH:41][cH:42]1. Reactants: OCCOCc1ccccc1, C1CCOC1, CCOC(=O)N=NC(=O)OCC, CC(C)c1cc(O)cc2c1C(=O)N(CSc1ccccc1)S2(=O)=O, c1ccc(P(c2ccccc2)c2ccccc2)cc1. Yields the product CC(C)c1cc(OCCOCc2ccccc2)cc2c1C(=O)N(CSc1ccccc1)S2(=O)=O. Reaction SMILES: [CH2:56]([c:57]1[cH:58][cH:59][cH:60][cH:61][cH:62]1)[O:63][CH2:64][CH2:65][OH:66].[CH2:67]1[O:68][CH2:69][CH2:70][CH2:71]1.[O:25]=[C:26]([O:27][CH2:28][CH3:29])[N:30]=[N:31][C:32]([O:33][CH2:34][CH3:35])=[O:36].[OH:1][c:2]1[cH:3][c:4]([CH:22]([CH3:23])[CH3:24])[c:5]2[c:11]([cH:12]1)[S:8](=[O:9])(=[O:10])[N:7]([CH2:13][S:14][c:15]1[cH:16][cH:17][cH:18][cH:19][cH:20]1)[C:6]2=[O:21].[c:37]1([P:38]([c:39]2[cH:40][cH:41][cH:42][cH:43][cH:44]2)[c:45]2[cH:46][cH:47][cH:48][cH:49][cH:50]2)[cH:51][cH:52][cH:53][cH:54][cH:55]1>>[O:1]([c:2]1[cH:3][c:4]([CH:22]([CH3:23])[CH3:24])[c:5]2[c:11]([cH:12]1)[S:8](=[O:9])(=[O:10])[N:7]([CH2:13][S:14][c:15]1[cH:16][cH:17][cH:18][cH:19][cH:20]1)[C:6]2=[O:21])[CH2:65][CH2:64][O:63][CH2:56][c:57]1[cH:58][cH:59][cH:60][cH:61][cH:62]1. Reactants: O=C(c1ccc(F)cc1)c1ccc(CBr)cc1, CC#N, CS, Cc1ccccc1, [Na], O. Yields the product CSCc1ccc(C(=O)c2ccc(F)cc2)cc1. As a reaction SMILES: [Br:4][CH2:5][c:6]1[cH:7][cH:8][c:9]([C:10](=[O:11])[c:12]2[cH:13][cH:14][c:15]([F:18])[cH:16][cH:17]2)[cH:19][cH:20]1.[CH3:1][C:2]#[N:3].[CH3:21][SH:22].[CH3:25][c:26]1[cH:27][cH:28][cH:29][cH:30][cH:31]1.[Na:23].[OH2:24]>>[CH2:5]([c:6]1[cH:7][cH:8][c:9]([C:10](=[O:11])[c:12]2[cH:13][cH:14][c:15]([F:18])[cH:16][cH:17]2)[cH:19][cH:20]1)[S:22][CH3:21].